Dataset: the Open Reaction Database (ORD), a public repository of structured organic reaction records. Task: describe an organic reaction: reactants, conditions, products, and yield Starting materials: C(C=C)OC=1C(=C(C(=C(C1)OCC=C)C(C1=CC=C(C=C1)OC)=O)CC(=O)N(CCN1CCOCC1)CCO)CC (2-[3,5-Diallyloxy-2-ethyl-6-(4-methoxybenzoyl)phenyl]-N-(2-hydroxyethyl)-N-(2-morpholinoethyl)acetamide), C(=O)[O-].[NH4+] (ammonium formate). Reagents/catalysts: CC1=C([P](C2=C(C)C=CC=C2)([Pd][P](C3=C(C)C=CC=C3)(C4=C(C)C=CC=C4)C(C=CC=C5)=C5C)C6=C(C)C=CC=C6)C=CC=C1 (bis(tri-o-tolylphosphine)palladium). Run in O1CCOCC1 (1,4-dioxane). Reaction conditions: temperature 100 celsius, time 1.5 hour. The product is C(C)C1=C(C(=C(C=C1O)O)C(C1=CC=C(C=C1)OC)=O)CC(=O)N(CCN1CCOCC1)CCO (2-[2-ethyl-3,5-dihydroxy-6-(4-methoxybenzoyl)phenyl]-N-(2-hydroxyethyl)-N-(2-morpholinoethyl)acetamide). Yield: 52.3%. As a reaction SMILES: C([O:4][C:5]1[C:6]([CH2:40][CH3:41])=[C:7]([CH2:25][C:26]([N:28]([CH2:37][CH2:38][OH:39])[CH2:29][CH2:30][N:31]2[CH2:36][CH2:35][O:34][CH2:33][CH2:32]2)=[O:27])[C:8]([C:15](=[O:24])[C:16]2[CH:21]=[CH:20][C:19]([O:22][CH3:23])=[CH:18][CH:17]=2)=[C:9]([O:11]CC=C)[CH:10]=1)C=C.C([O-])=O.[NH4+]>O1CCOCC1.CC1C=CC=CC=1[P](C1C=CC=CC=1C)([Pd][P](C1=C(C)C=CC=C1)(C1C=CC=CC=1C)C1C=CC=CC=1C)C1C=CC=CC=1C>[CH2:40]([C:6]1[C:5]([OH:4])=[CH:10][C:9]([OH:11])=[C:8]([C:15](=[O:24])[C:16]2[CH:17]=[CH:18][C:19]([O:22][CH3:23])=[CH:20][CH:21]=2)[C:7]=1[CH2:25][C:26]([N:28]([CH2:37][CH2:38][OH:39])[CH2:29][CH2:30][N:31]1[CH2:32][CH2:33][O:34][CH2:35][CH2:36]1)=[O:27])[CH3:41] |f:1.2,^1:58,67|. Procedure: 2-[3,5-Diallyloxy-2-ethyl-6-(4-methoxybenzoyl)phenyl]-N-(2-hydroxyethyl)-N-(2-morpholinoethyl)acetamide (0.31 g, 0.55 mmol) obtained in Example 110, Step 2 was dissolved in 1,4-dioxane (1.5 mL), and ammonium formate (0.14 g, 2.2 mmol) and bis(triphenylphosphine)palladium (II) dichloride (0.012 g, 0.017 mmol) were added thereto, followed by stirring at 100° C. for 1.5 hours in an atmosphere of argon. The reaction mixture was cooled to room temperature and then concentrated under reduced pressure.... Starting materials: [H-].[Na+] (sodium hydride), C1(=CC=C(C=C1)S(=O)(=O)Cl)C1=CC=CC=C1 (4-biphenylsulphonylchloride), C(C)(C)(C)OC(\C=C\C1=CNC=C1)=O ((E)-3-(1H-pyrrol-3-yl)acrylic acid tert-butyl ester), C(C)(C)(C)OC(\C=C\C1=CNC=C1)=O ((E)-3-(1H-pyrrol-3-yl)acrylic acid tert-butyl ester). Product: C(C)(C)(C)OC(\C=C\C1=CN(C=C1)S(=O)(=O)C1=CC=C(C=C1)C1=CC=CC=C1)=O ((E)-3-[1-(Biphenyl-4-sulfonyl)-1H-pyrrol-3-yl]-acrylic acid tert-butyl ester). Reaction SMILES: [H-].[Na+].[C:3]([O:7][C:8](=[O:16])/[CH:9]=[CH:10]/[C:11]1[CH:15]=[CH:14][NH:13][CH:12]=1)([CH3:6])([CH3:5])[CH3:4].[C:17]1([C:27]2[CH:32]=[CH:31][CH:30]=[CH:29][CH:28]=2)[CH:22]=[CH:21][C:20]([S:23](Cl)(=[O:25])=[O:24])=[CH:19][CH:18]=1>>[C:3]([O:7][C:8](=[O:16])/[CH:9]=[CH:10]/[C:11]1[CH:15]=[CH:14][N:13]([S:23]([C:20]2[CH:19]=[CH:18][C:17]([C:27]3[CH:32]=[CH:31][CH:30]=[CH:29][CH:28]=3)=[CH:22][CH:21]=2)(=[O:25])=[O:24])[CH:12]=1)([CH3:6])([CH3:4])[CH3:5] |f:0.1|. Reported procedure: Starting materials: sodium hydride 60% (0.207 g), (E)-3-(1H-pyrrol-3-yl)-acrylic acid tert-butyl ester (compound D1) (0.531 g), 4-biphenylsulphonylchloride (0.834 g). Reaction conditions: −30° C., 10 min; 30° C., 30 min. The reactants are Clc1nccc2cccnc12, Cc1csc(N)n1. Product: Cc1csc(Nc2nccc3cccnc23)n1. RXN SMILES: [Cl:1][c:2]1[n:3][cH:4][cH:5][c:6]2[cH:7][cH:8][cH:9][n:10][c:11]12.[NH2:12][c:13]1[s:14][cH:15][c:16]([CH3:18])[n:17]1>>[c:2]1([NH:12][c:13]2[s:14][cH:15][c:16]([CH3:18])[n:17]2)[n:3][cH:4][cH:5][c:6]2[cH:7][cH:8][cH:9][n:10][c:11]12. Reactants: C(C(=O)CC(=O)O)C(=O)O (1.3-Acetonedicarboxylic acid), C(C1=CC=CC=C1)N (benzylamine), C(C)(=O)[O-].[Na+] (sodium acetate), [OH-].[Na+] (sodium hydroxide), COC1OC(CC1)OC (2,5-dimethoxytetrahydrofuran). Run in Cl (HCl). Conditions: temperature 0 celsius, time 1 hour. Yields the product CCC(CCCCC)=O (octan-3-one). As a reaction SMILES: C[O:2][CH:3]1[CH2:7][CH2:6][CH:5](OC)O1.[CH2:10](C(O)=O)[C:11](CC(O)=O)=O.[CH2:20](N)[C:21]1C=CC=CC=1.C([O-])(=O)C.[Na+].[OH-].[Na+]>Cl>[CH3:10][CH2:11][C:3](=[O:2])[CH2:7][CH2:6][CH2:5][CH2:20][CH3:21] |f:3.4,5.6|. Procedure details: A solution of 2,5-dimethoxytetrahydrofuran (22.2 ml) in 0.1M HCl was refluxed for 1 hour and then cooled to 0° C. 1.3-Acetonedicarboxylic acid (25 g), benzylamine (15.6 ml) and 10% sodium acetate (95 ml) was added in one portion and the resulting mixture was stirred at room temperature for 1 hour and then heated to 50° C. for 5 hours. The reaction mixture was cooled, basified with 2M sodium hydroxide, extracted with dichloromethane and washed with water. The organics were extracted with 1M hydro... Starting materials: O=C([O-])[O-], CCOC(=O)C(C)(Oc1ccccc1)C(O)c1ccc(OCc2ccccc2)cc1, CC[SiH](CC)CC, ClCCl, [Na+], [Na+]. The product is CCOC(=O)C(C)(Cc1ccc(OCc2ccccc2)cc1)Oc1ccccc1. Reaction SMILES: [C:38](=[O:39])([O-:40])[O-:41].[CH2:1]([CH3:2])[O:3][C:4]([C:5]([CH:6]([OH:7])[c:8]1[cH:9][cH:10][c:11]([O:14][CH2:15][c:16]2[cH:17][cH:18][cH:19][cH:20][cH:21]2)[cH:12][cH:13]1)([CH3:22])[O:23][c:24]1[cH:25][cH:26][cH:27][cH:28][cH:29]1)=[O:30].[CH2:31]([SiH:32]([CH2:33][CH3:34])[CH2:35][CH3:36])[CH3:37].[Cl:44][CH2:45][Cl:46].[Na+:42].[Na+:43]>>[CH2:1]([CH3:2])[O:3][C:4]([C:5]([CH2:6][c:8]1[cH:9][cH:10][c:11]([O:14][CH2:15][c:16]2[cH:17][cH:18][cH:19][cH:20][cH:21]2)[cH:12][cH:13]1)([CH3:22])[O:23][c:24]1[cH:25][cH:26][cH:27][cH:28][cH:29]1)=[O:30]. Starting materials: COc1cccc(NC(=O)C(C)(C)C)c1C(O)c1ncc(Cl)cc1NS(=O)(=O)c1ccc(Cl)c(C(F)(F)F)c1, ClCCl, [Na+], [Na+], [Na+], O=S([O-])([O-])=S, O=C([O-])O. Yields the product COc1cccc(NC(=O)C(C)(C)C)c1C(=O)c1ncc(Cl)cc1NS(=O)(=O)c1ccc(Cl)c(C(F)(F)F)c1. As a reaction SMILES: [Cl:1][c:2]1[cH:3][c:4]([NH:25][S:26](=[O:27])(=[O:28])[c:29]2[cH:30][c:31]([C:36]([F:37])([F:38])[F:39])[c:32]([Cl:35])[cH:33][cH:34]2)[c:5]([CH:8]([c:9]2[c:10]([NH:17][C:18]([C:19]([CH3:20])([CH3:21])[CH3:22])=[O:23])[cH:11][cH:12][cH:13][c:14]2[O:15][CH3:16])[OH:24])[n:6][cH:7]1.[Cl:52][CH2:53][Cl:54].[Na+:40].[Na+:41].[Na+:51].[O-:42][S:43]([O-:44])(=[S:45])=[O:46].[O-:47][C:48]([OH:49])=[O:50]>>[Cl:1][c:2]1[cH:3][c:4]([NH:25][S:26](=[O:27])(=[O:28])[c:29]2[cH:30][c:31]([C:36]([F:37])([F:38])[F:39])[c:32]([Cl:35])[cH:33][cH:34]2)[c:5]([C:8]([c:9]2[c:10]([NH:17][C:18]([C:19]([CH3:20])([CH3:21])[CH3:22])=[O:23])[cH:11][cH:12][cH:13][c:14]2[O:15][CH3:16])=[O:24])[n:6][cH:7]1. The reactants are C(C)(=O)C1=C(C(=C(OCC(COC2=C(C#N)C(=CC=C2)[N+](=O)[O-])O)C=C1)CCC)O (2-[3-(4-acetyl-3-hydroxy-2-propylphenoxy)-2-hydroxypropoxy]-6-nitrobenzonitrile), C1=CCCCC1 (cyclohexene). The reagents and catalysts are [Pd] (Pd on carbon). Run in C(C)O (ethanol). The product is C(C)(=O)C1=C(C(=C(OCC(COC2=C(C#N)C(=CC=C2)N)O)C=C1)CCC)O (2-[3-(4-Acetyl-3-hydroxy-2-propylphenoxy)-2-hydroxypropoxy]-6-aminobenzonitrile). The yield is 65.8%. As a reaction SMILES: [C:1]([C:4]1[CH:26]=[CH:25][C:7]([O:8][CH2:9][CH:10]([OH:24])[CH2:11][O:12][C:13]2[CH:20]=[CH:19][CH:18]=[C:17]([N+:21]([O-])=O)[C:14]=2[C:15]#[N:16])=[C:6]([CH2:27][CH2:28][CH3:29])[C:5]=1[OH:30])(=[O:3])[CH3:2].C1CCCCC=1>C(O)C.[Pd]>[C:1]([C:4]1[CH:26]=[CH:25][C:7]([O:8][CH2:9][CH:10]([OH:24])[CH2:11][O:12][C:13]2[CH:20]=[CH:19][CH:18]=[C:17]([NH2:21])[C:14]=2[C:15]#[N:16])=[C:6]([CH2:27][CH2:28][CH3:29])[C:5]=1[OH:30])(=[O:3])[CH3:2]. Reported procedure: A solution of 10 g of 2-[3-(4-acetyl-3-hydroxy-2-propylphenoxy)-2-hydroxypropoxy]-6-nitrobenzonitrile, 2.5 g 10% Pd on carbon and 10 g cyclohexene in 500 ml absolute ethanol is refluxed for 30 min. The reaction mixture is cooled to room temperature, filtered through Celite and freed of solvent. Trituration with diethyl ether and drying of the insolubles gives 6.1 g of the title compound as a white solid, m.p. 123°-125° C. Product: O=C1OC(CO)CN1c1ccc(CCl)cc1. As a reaction SMILES: [C:72](=[O:73])([O:74][CH2:75][CH3:76])[O:77][CH2:78][CH3:79].[CH3:80][C:81]([CH3:82])([O-:83])[CH3:84].[Cl:1][CH2:2][c:3]1[cH:4][cH:5][c:6]([N:9]2[C:10](=[O:43])[O:11][CH:12]([CH2:14][N:15]3[CH2:16][CH2:17][N:18]([CH:19]([C:20]([O:21][CH2:22][c:23]4[cH:24][cH:25][cH:26][cH:27][cH:28]4)=[O:29])[CH2:30][C:31]([O:32][CH2:33][c:34]4[cH:35][cH:36][cH:37][cH:38][cH:39]4)=[O:40])[CH2:41][CH2:42]3)[CH2:13]2)[cH:7][cH:8]1.[Cl:44][CH2:45][c:46]1[cH:47][cH:48][c:49]([NH2:50])[cH:51][cH:52]1.[Cl:58][c:59]1[cH:60][cH:61][c:62]([NH:63][CH2:64][CH:65]([OH:66])[CH2:67][OH:68])[c:69]([CH3:70])[cH:71]1.[O:53]1[CH2:54][CH:55]1[CH2:56][OH:57]>>[Cl:1][CH2:2][c:3]1[cH:4][cH:5][c:6]([N:9]2[C:10](=[O:43])[O:11][CH:12]([CH2:14][OH:53])[CH2:13]2)[cH:7][cH:8]1. The reactants are CCOC(=O)OCC, CC(C)(C)[O-], O=C(CC(C(=O)OCc1ccccc1)N1CCN(CC2CN(c3ccc(CCl)cc3)C(=O)O2)CC1)OCc1ccccc1, Nc1ccc(CCl)cc1, Cc1cc(Cl)ccc1NCC(O)CO, OCC1CO1.